Dataset: the Open Reaction Database (ORD), a public repository of structured organic reaction records. Task: describe an organic reaction: reactants, conditions, products, and yield Starting materials: [BH3-]C#N, CC(=O)O, Cn1ccnc1C=O, CO, [Na+], CCCN(CCC)CCCCc1ccc2cc(CNCc3ncc[nH]3)ccc2c1. Product: CCCN(CCC)CCCCc1ccc2cc(CN(Cc3ncc[nH]3)Cc3nccn3C)ccc2c1. Reaction SMILES: [C:30]([BH3-:31])#[N:32].[CH3:34][C:35](=[O:36])[OH:37].[CH3:38][n:39]1[c:40]([CH:44]=[O:45])[n:41][cH:42][cH:43]1.[CH3:46][OH:47].[Na+:33].[nH:1]1[c:2]([CH2:6][NH:7][CH2:8][c:9]2[cH:10][c:11]3[cH:12][cH:13][c:14]([CH2:19][CH2:20][CH2:21][CH2:22][N:23]([CH2:24][CH2:25][CH3:26])[CH2:27][CH2:28][CH3:29])[cH:15][c:16]3[cH:17][cH:18]2)[n:3][cH:4][cH:5]1>>[nH:1]1[c:2]([CH2:6][N:7]([CH2:8][c:9]2[cH:10][c:11]3[cH:12][cH:13][c:14]([CH2:19][CH2:20][CH2:21][CH2:22][N:23]([CH2:24][CH2:25][CH3:26])[CH2:27][CH2:28][CH3:29])[cH:15][c:16]3[cH:17][cH:18]2)[CH2:44][c:40]2[n:39]([CH3:38])[cH:43][cH:42][n:41]2)[n:3][cH:4][cH:5]1. The reactants are COCc1c(C(=O)c2ccccc2)ncc2[nH]c3ccc(O[Si](C(C)C)(C(C)C)C(C)C)cc3c12, CCCC[N+](CCCC)(CCCC)CCCC, CCOC(C)=O, [F-], C1CCOC1. The product is COCc1c(C(=O)c2ccccc2)ncc2[nH]c3ccc(O)cc3c12. Reaction SMILES: [C:1]([c:2]1[cH:3][cH:4][cH:5][cH:6][cH:7]1)(=[O:8])[c:9]1[n:10][cH:11][c:12]2[nH:13][c:14]3[cH:15][cH:16][c:17]([O:25][Si:26]([CH:27]([CH3:28])[CH3:29])([CH:30]([CH3:31])[CH3:32])[CH:33]([CH3:34])[CH3:35])[cH:18][c:19]3[c:20]2[c:21]1[CH2:22][O:23][CH3:24].[CH3:37][CH2:38][CH2:39][CH2:40][N+:41]([CH2:42][CH2:43][CH2:44][CH3:45])([CH2:46][CH2:47][CH2:48][CH3:49])[CH2:50][CH2:51][CH2:52][CH3:53].[CH3:54][CH2:55][O:56][C:57](=[O:58])[CH3:59].[F-:36].[O:60]1[CH2:61][CH2:62][CH2:63][CH2:64]1>>[C:1]([c:2]1[cH:3][cH:4][cH:5][cH:6][cH:7]1)(=[O:8])[c:9]1[n:10][cH:11][c:12]2[nH:13][c:14]3[cH:15][cH:16][c:17]([OH:25])[cH:18][c:19]3[c:20]2[c:21]1[CH2:22][O:23][CH3:24].